Dataset: the Open Reaction Database (ORD), a public repository of structured organic reaction records. Task: describe an organic reaction: reactants, conditions, products, and yield Reactants: [N+](=O)([O-])C1=CC=CC=C1 (nitrobenzene), [C]=O (carbon monoxide), [N+](=O)([O-])C1=CC=CC=C1 (nitrobenzene), C=1C=CC(=CC1)C=2C3=CC=C(N3)C(=C4NC(=C(C5=NC(=C(C=6C=CC2N6)C=7C=CC=CC7)C=C5)C=8C=CC=CC8)C=C4)C=9C=CC=CC9 (tetraphenylporphyrin), [Pd] (palladium black). The solvent is ClC1=C(C=CC=C1)Cl (orthodichlorobenzene). Reaction conditions: temperature 240 celsius. Yields the product C1(=CC=CC=C1)C1=C2C=CC(C(=C3C=CC(=C(C=4C=CC(=C(C5=CC=C1N5)C5=CC=CC=C5)N4)C4=CC=CC=C4)N3)C3=CC=CC=C3)=N2.[Pd] (Palladium tetraphenylporphyrin). Yield: 78.0%. As a reaction SMILES: [N+](C1C=CC=CC=1)([O-])=O.[CH:10]1[CH:11]=[CH:12][C:13]([C:16]2[C:17]3[NH:21][C:20]([C:22]([C:52]4[CH:53]=[CH:54][CH:55]=[CH:56][CH:57]=4)=[C:23]4[CH:51]=[CH:50][C:25](=[C:26]([C:44]5[CH:45]=[CH:46][CH:47]=[CH:48][CH:49]=5)[C:27]5[CH:43]=[CH:42][C:29](=[C:30]([C:36]6[CH:37]=[CH:38][CH:39]=[CH:40][CH:41]=6)[C:31]6[CH:32]=[CH:33][C:34]=2[N:35]=6)[N:28]=5)[NH:24]4)=[CH:19][CH:18]=3)=[CH:14][CH:15]=1.[Pd:58].[C]=O>ClC1C=CC=CC=1Cl>[C:52]1([C:22]2[C:20]3[NH:21][C:17](=[CH:18][CH:19]=3)[C:16]([C:13]3[CH:14]=[CH:15][CH:10]=[CH:11][CH:12]=3)=[C:34]3[N:35]=[C:31]([CH:32]=[CH:33]3)[C:30]([C:36]3[CH:41]=[CH:40][CH:39]=[CH:38][CH:37]=3)=[C:29]3[NH:28][C:27]([CH:43]=[CH:42]3)=[C:26]([C:44]3[CH:45]=[CH:46][CH:47]=[CH:48][CH:49]=3)[C:25]3=[N:24][C:23]=2[CH:51]=[CH:50]3)[CH:57]=[CH:56][CH:55]=[CH:54][CH:53]=1.[Pd:58] |f:5.6,^3:58|. Procedure: 10 g of nitrobenzene, 0.6 g of tetraphenylporphyrin and 0.1 g of palladium black are placed in the autoclave and the total volume is then brought to 100 ml by means of orthodichlorobenzene. The autoclave is scavenged with nitrogen, then 200 bars of carbon monoxide are introduced. After isolating the reactor and starting the stirring, it is heated at 240° C. for 3 and three-quarter hours, thus limiting voluntarily the progress of the reaction. After cooling analysis shows that the O.C.R. of the n... Yields the product CC(C)C(NC1CCCCC1)C(=O)NCCCC(c1ccc(F)cc1)c1ccc(F)cc1. As a reaction SMILES: [CH2:46]([N+:47]([CH3:48])([CH3:49])[CH3:50])[c:51]1[cH:52][cH:53][cH:54][cH:55][cH:56]1.[CH3:44][O-:45].[CH3:62][CH2:63][O:64][CH2:65][CH3:66].[CH:1]1([NH:7][CH:8]([C:9](=[O:10])[OH:11])[CH:12]([CH3:13])[CH3:14])[CH2:2][CH2:3][CH2:4][CH2:5][CH2:6]1.[CH:35]([N:36]([CH2:37][CH3:38])[CH:39]([CH3:40])[CH3:41])([CH3:42])[CH3:43].[ClH:15].[F:16][c:17]1[cH:18][cH:19][c:20]([CH:23]([CH2:24][CH2:25][CH2:26][NH2:27])[c:28]2[cH:29][cH:30][c:31]([F:34])[cH:32][cH:33]2)[cH:21][cH:22]1.[O:57]=[CH:58][N:59]([CH3:60])[CH3:61]>>[CH:1]1([NH:7][CH:8]([C:9](=[O:11])[NH:27][CH2:26][CH2:25][CH2:24][CH:23]([c:20]2[cH:19][cH:18][c:17]([F:16])[cH:22][cH:21]2)[c:28]2[cH:29][cH:30][c:31]([F:34])[cH:32][cH:33]2)[CH:12]([CH3:13])[CH3:14])[CH2:2][CH2:3][CH2:4][CH2:5][CH2:6]1. Starting materials: C[N+](C)(C)Cc1ccccc1, C[O-], CCOCC, CC(C)C(NC1CCCCC1)C(=O)O, CCN(C(C)C)C(C)C, Cl, NCCCC(c1ccc(F)cc1)c1ccc(F)cc1, CN(C)C=O.